This data is from the Open Reaction Database (ORD), a public repository of structured organic reaction records. The task is: describe an organic reaction: reactants, conditions, products, and yield The reactants are [OH-].[Na+] (sodium hydroxide), CO (MeOH), C1(=CC=CC=C1)C1=NC(=CC(=C1)C(=O)OC)C1=NN=NN1 (methyl 2-phenyl-6-(tetrazol-5-yl)pyridine-4-carboxylate), Cl (hydrochloric acid). Solvent: O (water). Conditions: temperature 50 celsius, time 4 hour. Product: C1(=CC=CC=C1)C1=NC(=CC(=C1)C(=O)O)C1=NN=NN1 (2-Phenyl-6-(tetrazol-5-yl)pyridine-4-carboxylic acid). Reaction SMILES: [OH-].[Na+].CO.[C:5]1([C:11]2[CH:16]=[C:15]([C:17]([O:19]C)=[O:18])[CH:14]=[C:13]([C:21]3[NH:25][N:24]=[N:23][N:22]=3)[N:12]=2)[CH:10]=[CH:9][CH:8]=[CH:7][CH:6]=1.Cl>O>[C:5]1([C:11]2[CH:16]=[C:15]([C:17]([OH:19])=[O:18])[CH:14]=[C:13]([C:21]3[NH:25][N:24]=[N:23][N:22]=3)[N:12]=2)[CH:6]=[CH:7][CH:8]=[CH:9][CH:10]=1 |f:0.1|. Procedure: Aqueous 2 N sodium hydroxide solution (8.4 mL) was added to an MeOH (85 mL) solution of methyl 2-phenyl-6-(tetrazol-5-yl)pyridine-4-carboxylate (3.19 g), and stirred at 50° C. for 4 hours. With cooling with ice, 2N hydrochloric acid (16.8 mL) and water were added to it, the formed precipitate was taken out through filtration, washed with water and dried to obtain the title compound as a flesh-colored powder. Reactants: CCOC(C)=O, C1CN(C2CC2)CCN1, COc1ccc2nc(Cl)sc2c1, [Na+], O=C([O-])O. Product: COc1ccc2nc(N3CCN(C4CC4)CC3)sc2c1. RXN SMILES: [CH3:22][CH2:23][O:24][C:25](=[O:26])[CH3:27].[CH:13]1([N:16]2[CH2:17][CH2:18][NH:19][CH2:20][CH2:21]2)[CH2:14][CH2:15]1.[Cl:1][c:2]1[s:3][c:4]2[c:5]([n:6]1)[cH:7][cH:8][c:9]([O:11][CH3:12])[cH:10]2.[Na+:32].[O-:28][C:29]([OH:30])=[O:31]>>[c:2]1([N:19]2[CH2:18][CH2:17][N:16]([CH:13]3[CH2:14][CH2:15]3)[CH2:21][CH2:20]2)[s:3][c:4]2[c:5]([n:6]1)[cH:7][cH:8][c:9]([O:11][CH3:12])[cH:10]2. Starting materials: O=C([O-])[O-], CCCCN, CS(C)=O, [K+], [K+], O, ClCCCCOc1ccc2ccccc2c1. The product is CCCCNCCCCOc1ccc2ccccc2c1. Reaction SMILES: [C:1](=[O:2])([O-:3])[O-:4].[CH2:7]([CH2:8][CH2:9][CH3:10])[NH2:11].[CH3:28][S:29]([CH3:30])=[O:31].[K+:5].[K+:6].[OH2:32].[cH:12]1[c:13]([O:22][CH2:23][CH2:24][CH2:25][CH2:26][Cl:27])[cH:14][cH:15][c:16]2[cH:17][cH:18][cH:19][cH:20][c:21]12>>[CH2:7]([CH2:8][CH2:9][CH3:10])[NH:11][CH2:26][CH2:25][CH2:24][CH2:23][O:22][c:13]1[cH:12][c:21]2[c:16]([cH:15][cH:14]1)[cH:17][cH:18][cH:19][cH:20]2. RXN SMILES: [Cl:1][C:2]1[CH:7]=[CH:6][CH:5]=[C:4]([F:8])[C:3]=1[CH2:9][O:10][C:11]1[CH:18]=[CH:17][C:14]([CH:15]=O)=[CH:13][CH:12]=1.C([O-])(=O)C.[Na+].[S:24]1[CH2:30][C:28](=[O:29])[NH:27][C:25]1=[S:26]>C(O)(=O)C>[Cl:1][C:2]1[CH:7]=[CH:6][CH:5]=[C:4]([F:8])[C:3]=1[CH2:9][O:10][C:11]1[CH:18]=[CH:17][C:14]([CH:15]=[C:30]2[S:24][C:25](=[S:26])[NH:27][C:28]2=[O:29])=[CH:13][CH:12]=1 |f:1.2|. Reactants: C(C)(=O)[O-].[Na+] (sodium acetate), ClC1=C(C(=CC=C1)F)COC1=CC=C(C=O)C=C1 (4-[(2-chloro-6-fluorophenyl)methoxy]benzaldehyde), S1C(=S)NC(=O)C1 (rhodanine). The solvent is C(C)(=O)O (acetic acid). The product is ClC1=C(C(=CC=C1)F)COC1=CC=C(C=C1)C=C1C(NC(S1)=S)=O (5-[[4-[(2-chloro-6-fluorophenyl)methoxy]phenyl]methylene]-2-thioxo-4-thiazolidinone). Procedure: Under a nitrogen atmosphere in a round bottom flask 4-[(2-chloro-6-fluorophenyl)methoxy]benzaldehyde (1.00 g, 3.78 mmol) was dissolved in acetic acid (19 ml). To this solution was added sodium acetate (1.08 g, 13.2 mmol) and then rhodanine (0.50 g, 3.75 mmol). The reaction mixture was then heated to reflux and maintained at this temeprature. The progress of the reaction was monitored by thin layer chromatography. The reactants are Cl (HCl), FC(C=1C=C(CN(C(=O)OC)CC2=C(C=CC(=C2)C(F)(F)F)C=2C=C(C=CC2OC)C2=C(C=C(C=C2)C(=O)OC)C)C=C(C1)C(F)(F)F)(F)F (Methyl 2″-{[[3,5-bis(trifluoromethyl)benzyl] (methoxycarbonyl)amino]methyl}-4′-methoxy-2-methyl-4″-(trifluoromethyl)-1,1′:3′,1″-terphenyl-4-carboxylate), O.[OH-].[Li+] (lithium hydroxide monohydrate), O (water). Solvent: O1CCOCC1 (1,4-dioxane), [Cl-].[Na+].O (brine). The product is FC(C=1C=C(CN(C(=O)OC)CC2=C(C=CC(=C2)C(F)(F)F)C=2C=C(C=CC2OC)C2=C(C=C(C=C2)C(=O)O)C)C=C(C1)C(F)(F)F)(F)F (2″-{[[3,5-bis(trifluoromethyl)benzyl] (methoxycarbonyl)amino]methyl}-4′-methoxy-2-methyl-4″-(trifluoromethyl)-1,1′:3′,1″-terphenyl-4-carboxylic acid). As a reaction SMILES: [F:1][C:2]([F:50])([F:49])[C:3]1[CH:4]=[C:5]([CH:42]=[C:43]([C:45]([F:48])([F:47])[F:46])[CH:44]=1)[CH2:6][N:7]([CH2:12][C:13]1[CH:18]=[C:17]([C:19]([F:22])([F:21])[F:20])[CH:16]=[CH:15][C:14]=1[C:23]1[CH:24]=[C:25]([C:31]2[CH:36]=[CH:35][C:34]([C:37]([O:39]C)=[O:38])=[CH:33][C:32]=2[CH3:41])[CH:26]=[CH:27][C:28]=1[O:29][CH3:30])[C:8]([O:10][CH3:11])=[O:9].O.[OH-].[Li+].O.Cl>[Cl-].[Na+].O.O1CCOCC1>[F:1][C:2]([F:49])([F:50])[C:3]1[CH:4]=[C:5]([CH:42]=[C:43]([C:45]([F:47])([F:48])[F:46])[CH:44]=1)[CH2:6][N:7]([CH2:12][C:13]1[CH:18]=[C:17]([C:19]([F:21])([F:22])[F:20])[CH:16]=[CH:15][C:14]=1[C:23]1[CH:24]=[C:25]([C:31]2[CH:36]=[CH:35][C:34]([C:37]([OH:39])=[O:38])=[CH:33][C:32]=2[CH3:41])[CH:26]=[CH:27][C:28]=1[O:29][CH3:30])[C:8]([O:10][CH3:11])=[O:9] |f:1.2.3,6.7.8|. Reported procedure: Methyl 2″-{[[3,5-bis(trifluoromethyl)benzyl] (methoxycarbonyl)amino]methyl}-4′-methoxy-2-methyl-4″-(trifluoromethyl)-1,1′:3′,1″-terphenyl-4-carboxylate (34.7 mg, 0.0486 mmol), lithium hydroxide monohydrate (10 mg, 0.238 mmol), water (0.4 mL) and 1,4-dioxane (1 mL) were stirred at room temperature for 5.5 hours to complete the reaction. Crude mixture was acidified with HCl (aq, 1N, 6 mL). The resulting mixture was worked up with brine and extracted with ethyl acetate. The combined extracts were b... Reaction SMILES: [CH2:14]([c:15]1[cH:16][cH:17][cH:18][cH:19][cH:20]1)[N:21]1[CH2:22][CH2:23][CH:24]([CH2:27][CH:28]=[O:29])[CH2:25][CH2:26]1.[CH2:37]([Li:38])[CH2:39][CH2:40][CH3:41].[CH3:42][CH2:43][O:44][C:45](=[O:46])[CH3:47].[CH:1]([NH:2][CH:3]([CH3:4])[CH3:5])([CH3:6])[CH3:7].[Cl-:30].[Cl:8][c:9]1[cH:10][s:11][cH:12][cH:13]1.[NH4+:31].[O:32]1[CH2:33][CH2:34][CH2:35][CH2:36]1>>[Cl:8][c:9]1[c:10]([CH:28]([CH2:27][CH:24]2[CH2:23][CH2:22][N:21]([CH2:14][c:15]3[cH:16][cH:17][cH:18][cH:19][cH:20]3)[CH2:26][CH2:25]2)[OH:29])[s:11][cH:12][cH:13]1. Yields the product OC(CC1CCN(Cc2ccccc2)CC1)c1sccc1Cl. Reactants: O=CCC1CCN(Cc2ccccc2)CC1, [Li]CCCC, CCOC(C)=O, CC(C)NC(C)C, [Cl-], Clc1ccsc1, [NH4+], C1CCOC1. The reactants are CC1(NC(=O)OC(C)(C)C)CCN(Cc2ccccc2)C1, CCO. Yields the product CC1(NC(=O)OC(C)(C)C)CCNC1. Reaction SMILES: [CH2:1]([c:2]1[cH:3][cH:4][cH:5][cH:6][cH:7]1)[N:8]1[CH2:9][C:10]([CH3:13])([NH:14][C:15]([O:16][C:17]([CH3:18])([CH3:19])[CH3:20])=[O:21])[CH2:11][CH2:12]1.[CH3:22][CH2:23][OH:24]>>[NH:8]1[CH2:9][C:10]([CH3:13])([NH:14][C:15]([O:16][C:17]([CH3:18])([CH3:19])[CH3:20])=[O:21])[CH2:11][CH2:12]1. The reactants are NCC1CCCCC1, Nc1ccccc1C(F)(F)F, O=C(O)c1ccc(CN2C(=O)C3(COc4cc5c(cc43)CCO5)c3ccccc32)cc1, O=C(O)c1cccc(CN2C(=O)C3(COc4cc5c(cc43)CCO5)c3ccccc32)c1. Product: O=C(Nc1ccccc1C(F)(F)F)c1ccc(CN2C(=O)C3(COc4cc5c(cc43)CCO5)c3ccccc32)cc1. RXN SMILES: [CH:12]1([CH2:13][NH2:14])[CH2:15][CH2:16][CH2:17][CH2:18][CH2:19]1.[F:1][C:2]([c:3]1[c:4]([NH2:5])[cH:6][cH:7][cH:8][cH:9]1)([F:10])[F:11].[O:20]=[C:21]1[N:22]([CH2:41][c:42]2[cH:43][cH:44][c:45]([C:46](=[O:47])[OH:48])[cH:49][cH:50]2)[c:23]2[cH:24][cH:25][cH:26][cH:27][c:28]2[C:29]12[c:30]1[c:31]([cH:34][c:35]3[c:39]([cH:40]1)[CH2:38][CH2:37][O:36]3)[O:32][CH2:33]2.[O:51]=[C:52]1[C:53]2([CH2:54][O:55][c:56]3[cH:57][c:58]4[c:59]([cH:60][c:61]32)[CH2:62][CH2:63][O:64]4)[c:65]2[c:66]([cH:67][cH:68][cH:69][cH:70]2)[N:71]1[CH2:72][c:73]1[cH:74][c:75]([C:79]([OH:80])=[O:81])[cH:76][cH:77][cH:78]1>>[F:1][C:2]([c:3]1[c:4]([NH:5][C:46]([c:45]2[cH:44][cH:43][c:42]([CH2:41][N:22]3[C:21](=[O:20])[C:29]4([c:28]5[c:23]3[cH:24][cH:25][cH:26][cH:27]5)[c:30]3[c:31]([cH:34][c:35]5[c:39]([cH:40]3)[CH2:38][CH2:37][O:36]5)[O:32][CH2:33]4)[cH:50][cH:49]2)=[O:47])[cH:6][cH:7][cH:8][cH:9]1)([F:10])[F:11]. The reactants are [NH4+].N#C[S-] (Thiocyanic acid ammonium salt), ClC1=NC(=CC(=C1)C(=O)Cl)C (2-chloro-6-methyl-4-pyridinecarbonyl chloride), FC=1C=C(C=CC1F)N (3,4-difluorobenzenamine). The solvent is CC(=O)C (acetone). Conditions: time 30 minute. The product is ClC1=NC(=CC(=C1)C(=O)NC(=S)NC1=CC(=C(C=C1)F)F)C (1-(2-Chloro-6-methyl-pyridine-4-carbonyl)-3-(3,4-difluoro-phenyl)-thiourea). RXN SMILES: [NH4+].[N:2]#[C:3][S-:4].[Cl:5][C:6]1[CH:11]=[C:10]([C:12](Cl)=[O:13])[CH:9]=[C:8]([CH3:15])[N:7]=1.[F:16][C:17]1[CH:18]=[C:19]([NH2:24])[CH:20]=[CH:21][C:22]=1[F:23]>CC(C)=O>[Cl:5][C:6]1[CH:11]=[C:10]([C:12]([NH:2][C:3]([NH:24][C:19]2[CH:20]=[CH:21][C:22]([F:23])=[C:17]([F:16])[CH:18]=2)=[S:4])=[O:13])[CH:9]=[C:8]([CH3:15])[N:7]=1 |f:0.1|. Reported procedure: Thiocyanic acid ammonium salt (10.6 g) was added to a mixture of 2-chloro-6-methyl-4-pyridinecarbonyl chloride (22.04 g; 116 mmol) and acetone (400 ml). The reaction mixture was stirred for 30 minutes and then 3,4-difluorobenzenamine (14.98 g; 116 mmol) was added slowly via an additional funnel. The resulting solution was stirred for 2 hours, quenched by water (100 ml) and then extracted by CH2Cl2 (3×100 ml). The combined organic phase was dried over MgSO4, filtered and the solvent was evaporate... Reactants: OC1=CC=C(C(=O)O)C=C1 (p-Hydroxybenzoic acid), [OH-].[Na+] (sodium hydroxide), C(C#C)Br (Propargyl bromide). Solvent: C(C)(C)O (isopropyl alcohol). Yields the product C(C#C)OC(=O)C1=CC=C(O)C=C1 (propargylparaben). The yield is 62.9%. RXN SMILES: [OH:1][C:2]1[CH:10]=[CH:9][C:5]([C:6]([OH:8])=[O:7])=[CH:4][CH:3]=1.[OH-].[Na+].[CH2:13](Br)[C:14]#[CH:15]>C(O)(C)C>[CH2:15]([O:7][C:6]([C:5]1[CH:9]=[CH:10][C:2]([OH:1])=[CH:3][CH:4]=1)=[O:8])[C:14]#[CH:13] |f:1.2|. Procedure details: p-Hydroxybenzoic acid (0.724 mole) and sodium hydroxide (0.724 mole) were dissolved in 50% isopropyl alcohol (400 ml). Propargyl bromide (0.724 mole) was added and the solution was heated to reflux for 6 hours. The solution was then cooled and the isopropyl alcohol was removed under vacuum. The residue was taken up in methylene chloride (200 ml), washed with water (200 ml), aturated sodium bicarbonate, saline and dried over magnesium sulfate. Removal of the solvent yielded crude product, which w...